Dataset: the Open Reaction Database (ORD), a public repository of structured organic reaction records. Task: describe an organic reaction: reactants, conditions, products, and yield Starting materials: ClC1=NC2=CC=C(C=C2C=C1Cl)OC (2,3-dichloro-6-methoxyquinoline), ClC1=NC2=CC=C(C=C2C=C1Cl)OC (2,3-dichloro-6-methoxyquinoline), B(O)(O)C1=CC=C(C(=O)O)C=C1 (4-boronobenzoic acid). Yields the product ClC=1C(=NC2=CC=C(C=C2C1)OC)C1=CC=C(C(=O)O)C=C1 (4-(3-chloro-6-methoxyquinolin-2-yl)benzoic acid). RXN SMILES: Cl[C:2]1[C:11]([Cl:12])=[CH:10][C:9]2[C:4](=[CH:5][CH:6]=[C:7]([O:13][CH3:14])[CH:8]=2)[N:3]=1.B([C:18]1[CH:26]=[CH:25][C:21]([C:22]([OH:24])=[O:23])=[CH:20][CH:19]=1)(O)O>>[Cl:12][C:11]1[C:2]([C:18]2[CH:26]=[CH:25][C:21]([C:22]([OH:24])=[O:23])=[CH:20][CH:19]=2)=[N:3][C:4]2[C:9]([CH:10]=1)=[CH:8][C:7]([O:13][CH3:14])=[CH:6][CH:5]=2. Procedure details: Followed Scheme 3 where the starting materials were 2,3-dichloro-6-methoxyquinoline (Intermediate 4) and 4-boronobenzoic acid. The reactants are C(C)(=O)[O-].[Na+] (Sodium acetate), Cl.NO (hydroxylamine hydrochloride), C1(CC1)C(C(C(=O)C1=NC=C(C=C1)SC)=CN(C)C)=O (3-cyclopropyl-2-(N,N -dimethylaminomethylene)-1-[5-(methylsulphenyl)-pyrid-2-yl]propan-1,3-dione). Run in C(C)O (ethanol). Reaction conditions: time 1 hour. The product is C1(CC1)C(=O)C=1C=NOC1C1=NC=C(C=C1)SC (4-cyclopropylcarbonyl-5-[5-(methylsulphenyl)pyrid-2-yl] isoxazole). Isolated yield 14.1%. Reaction SMILES: C([O-])(=O)C.[Na+].Cl.NO.[CH:9]1([C:12](=[O:28])[C:13](=[CH:24][N:25](C)C)[C:14]([C:16]2[CH:21]=[CH:20][C:19]([S:22][CH3:23])=[CH:18][N:17]=2)=[O:15])[CH2:11][CH2:10]1>C(O)C>[CH:9]1([C:12]([C:13]2[CH:24]=[N:25][O:15][C:14]=2[C:16]2[CH:21]=[CH:20][C:19]([S:22][CH3:23])=[CH:18][N:17]=2)=[O:28])[CH2:11][CH2:10]1 |f:0.1,2.3|. Reported procedure: Sodium acetate (1.1 g) was added to a solution of hydroxylamine hydrochloride (0.9 g) and 3-cyclopropyl-2-(N,N -dimethylaminomethylene)-1-[5-(methylsulphenyl)-pyrid-2-yl]propan-1,3-dione (3.24 g) in ethanol. The mixture was stirred for 1 hour then cooled and filtered. The solid was washed with cold ethanol and the filtrate was partially evaporated. Water was added and the mixture was stirred at 0° C. for 0.5 hours. It was extracted with dichoromethane washed with water, dried (Na2SO4) and filter...